From a dataset of the Open Reaction Database (ORD), a public repository of structured organic reaction records. describe an organic reaction: reactants, conditions, products, and yield The reactants are CNC (dimethylamin), CC=1N=C2N(C=C(C=C2NCC2=C(C=CC=C2C)CC)C(=O)O)C1C (2,3-Dimethyl-8-(2-ethyl-6-methylbenzylamino)-imidazo[1,2-a]pyridine-6-carboxylic acid), [B-](F)(F)(F)F.CN(C)C(=[N+](C)C)ON1C2=CC=CC=C2N=N1 (o-Benzotriazol-1-yl-N,N,N′,N′-Tetramethyluronium tetrafluoroborate), CNC (Dimethylamin). The solvent is C(Cl)Cl (methylene chloride). Run at time 4 hour. Yields the product C(C)C1=C(CNC=2C=3N(C=C(C2)C(=O)N(C)C)C(=C(N3)C)C)C(=CC=C1)C (8-(2-ethyl-6-methylbenzylamino)-N,N,2,3-tetramethylimidazo[1,2-a]pyridine-6-carboxamide). Yield: 62.4%. Reaction SMILES: [CH3:1][C:2]1[N:3]=[C:4]2[C:9]([NH:10][CH2:11][C:12]3[C:17]([CH3:18])=[CH:16][CH:15]=[CH:14][C:13]=3[CH2:19][CH3:20])=[CH:8][C:7]([C:21]([OH:23])=O)=[CH:6][N:5]2[C:24]=1[CH3:25].[B-](F)(F)(F)F.[CH3:31][N:32](C(ON1N=NC2C1=CC=CC=2)=[N+](C)C)[CH3:33].CNC>C(Cl)Cl>[CH2:19]([C:13]1[CH:14]=[CH:15][CH:16]=[C:17]([CH3:18])[C:12]=1[CH2:11][NH:10][C:9]1[C:4]2[N:5]([C:24]([CH3:25])=[C:2]([CH3:1])[N:3]=2)[CH:6]=[C:7]([C:21]([N:32]([CH3:33])[CH3:31])=[O:23])[CH:8]=1)[CH3:20] |f:1.2|. Procedure details: 2,3-Dimethyl-8-(2-ethyl-6-methylbenzylamino)-imidazo[1,2-a]pyridine-6-carboxylic acid (0.15 g, 0.44 mmol) and o-Benzotriazol-1-yl-N,N,N′,N′-Tetramethyluronium tetrafluoroborate (TBTU)(0.14 g, 0.44 mmol) were added to methylene chloride (10 ml). Dimethylamin (0.063 g, 1.4 mmol) was added and the reaction mixture was stirred at ambient temperature for 4 h. An additional amount of dimethylamin (0.1 ml) was added and the mixture was stirred at room temperature for 20 h. The solvent was evaporated un... Reaction SMILES: C(NC(N)=N)#N.[CH3:7][NH:8][C:9]([NH:11][CH2:12][CH2:13][S:14][CH2:15][C:16]1[N:17]=[CH:18][NH:19][C:20]=1[CH3:21])=[S:10].[N:22]#[C:23][NH2:24].N#CN.[Pb]>>[C:23]([NH:24][C:9]([NH:8][CH3:7])=[N:11][CH2:12][CH2:13][S:14][CH2:15][C:16]1[N:17]=[CH:18][NH:19][C:20]=1[CH3:21])#[N:22].[CH3:7][NH:8][C:9]([NH:11][CH2:12][CH2:13][S:14][CH2:15][C:16]1[N:17]=[CH:18][NH:19][C:20]=1[CH3:21])=[S:10] |f:3.4,^3:27|. The reactants are N#CN (cyanamide), N#CN.[Pb] (lead cyanamide), C(#N)NC(=N)N (cyanoguanidine), CNC(=S)NCCSCC=1N=CNC1C (N-methyl-N'-[2-((5-methyl-4-imidazolyl)methylthio)ethyl]thiourea). Product: C(#N)NC(=NCCSCC=1N=CNC1C)NC (N-cyano-N'-methyl-N"-[2-((5-methyl-4-imidazolyl)methylthio)ethyl]guanidine), CNC(=S)NCCSCC=1N=CNC1C (N-methyl-N'-[2-((5-methyl-4-imidazolyl)methylthio)ethyl]thiourea). Procedure details: The compounds of Formula I are also useful as intermediates in the production of cyanoguanidine compounds. For example N-methyl-N'-[2-((5-methyl-4-imidazolyl)methylthio)ethyl]thiourea may be reacted with a heavy metal salt of cyanamide such as lead cyanamide to yield N-cyano-N'-methyl-N"-[2-((5-methyl-4-imidazolyl)methylthio)ethyl]guanidine, or N-methyl-N'-[2-((5-methyl-4-imidazolyl)methylthio)ethyl]thiourea may be alkylated and the resultant isothiourea treated with a strong base and cyanamide ... The reactants are CCO, CN1CCCC1=O, O=[N+]([O-])c1ccc(Cl)cc1, [Na+], [OH-], O. Product: CCOc1ccc([N+](=O)[O-])cc1. RXN SMILES: [CH3:11][CH2:12][OH:13].[CH3:17][N:18]1[CH2:19][CH2:20][CH2:21][C:22]1=[O:23].[N+:1](=[O:2])([O-:3])[c:4]1[cH:5][cH:6][c:7]([Cl:10])[cH:8][cH:9]1.[Na+:15].[OH-:14].[OH2:16]>>[N+:1](=[O:2])([O-:3])[c:4]1[cH:5][cH:6][c:7]([O:13][CH2:12][CH3:11])[cH:8][cH:9]1. The reactants are N1CCOCC1 (morpholine), CCN=C=NCCCN(C)C (EDCI), C(C)(C)(C)OC(=O)N[C@@H](CSC1=CC=CC=C1)C(=O)OC (methyl N-(tert-butoxycarbonyl)-S-phenylcysteinate), [OH-].[Li+] (lithium hydroxide). The reagents and catalysts are CN(C)C=1C=CN=CC1 (DMAP). The solvent is CN(C)C=O (DMF), C(C)(=O)OCC (ethyl acetate), CO (methanol). Run at time 16 hour. Product: C(C)(C)(C)OC(=O)NC(C(=O)N1CCOCC1)CSC1=CC=CC=C1 (N-tert-butoxycarbonyl-1-morpholin-4-yl-1-oxo-3-(phenylthio)propan-2-amine). Reaction SMILES: [C:1]([O:5][C:6]([NH:8][C@H:9]([C:18]([O:20]C)=O)[CH2:10][S:11][C:12]1[CH:17]=[CH:16][CH:15]=[CH:14][CH:13]=1)=[O:7])([CH3:4])([CH3:3])[CH3:2].[OH-].[Li+].[NH:24]1[CH2:29][CH2:28][O:27][CH2:26][CH2:25]1.CCN=C=NCCCN(C)C>CO.CN(C1C=CN=CC=1)C.C(OCC)(=O)C.CN(C=O)C>[C:1]([O:5][C:6]([NH:8][CH:9]([CH2:10][S:11][C:12]1[CH:13]=[CH:14][CH:15]=[CH:16][CH:17]=1)[C:18]([N:24]1[CH2:29][CH2:28][O:27][CH2:26][CH2:25]1)=[O:20])=[O:7])([CH3:2])([CH3:3])[CH3:4] |f:1.2|. Procedure details: A solution of Example 175A (600 mg, 1.92 mmol) and 2M aqueous lithium hydroxide (4 mL) in methanol (10 mL) at room temperature was stirred for 5 hours and concentrated. The concentrate was treated with morpholine (263 mg, 3 mmol), EDCI (555 mg, 2.88 mmol), DMAP (20 mg) and DMF (20 mL), stilled for 16 hours, diluted with ethyl acetate (100 mL), washed sequentially with water (50 mL), and brine (20 mL), dried (MgSO4), filtered, and concentrated. The concentrate was purified by flash column chromat... Reactants: FC(S(=O)(=O)O)(F)F (trifluoromethanesulfonic acid), C(O)([O-])=O.[Na+] (sodium hydrogencarbonate), COC1=CC=C(CS[C@H]2C[C@H](N(C2)C(=O)OCC2=CC=C(C=C2)[N+](=O)[O-])C(=O)N2C[C@H](CC2)N2C=NC=C2)C=C1 ((2S,4S)-4-(4-methoxybenzylthio)-2-[(3S)-3-(imidazol-1-yl)pyrrolidin-1-ylcarbonyl]-1-(4-nitrobenzyloxycarbonyl)pyrrolidine). The solvent is C(C)(=O)OCC (ethyl acetate), C1(=CC=CC=C1)OC (anisole), FC(C(=O)O)(F)F (trifluoroacetic acid). Run at time 1 hour. Product: S[C@H]1C[C@H](N(C1)C(=O)OCC1=CC=C(C=C1)[N+](=O)[O-])C(=O)N1C[C@H](CC1)N1C=NC=C1 ((2S,4S)-4-Mercapto-2-[(3S)-3-(imidazol-1-yl)pyrrolidin-1-ylcarbonyl]-1-(4-nitrobenzyloxycarbonyl)pyrrolidine). Isolated yield 96.5%. Reaction SMILES: FC(F)(F)S(O)(=O)=O.COC1C=CC(C[S:16][C@@H:17]2[CH2:21][N:20]([C:22]([O:24][CH2:25][C:26]3[CH:31]=[CH:30][C:29]([N+:32]([O-:34])=[O:33])=[CH:28][CH:27]=3)=[O:23])[C@H:19]([C:35]([N:37]3[CH2:41][CH2:40][C@H:39]([N:42]4[CH:46]=[CH:45][N:44]=[CH:43]4)[CH2:38]3)=[O:36])[CH2:18]2)=CC=1.C(=O)([O-])O.[Na+]>C1(OC)C=CC=CC=1.FC(F)(F)C(O)=O.C(OCC)(=O)C>[SH:16][C@@H:17]1[CH2:21][N:20]([C:22]([O:24][CH2:25][C:26]2[CH:27]=[CH:28][C:29]([N+:32]([O-:34])=[O:33])=[CH:30][CH:31]=2)=[O:23])[C@H:19]([C:35]([N:37]2[CH2:41][CH2:40][C@H:39]([N:42]3[CH:46]=[CH:45][N:44]=[CH:43]3)[CH2:38]2)=[O:36])[CH2:18]1 |f:2.3|. Procedure details: 585 μl of trifluoromethanesulfonic acid were added, whilst ice-cooling, to a solution of 2.5 g of (2S,4S)-4-(4-methoxybenzylthio)-2-[(3S)-3-(imidazol-1-yl)pyrrolidin-1-ylcarbonyl]-1-(4-nitrobenzyloxycarbonyl)pyrrolidine [prepared as described in step (i) above] in a mixture of 5 ml of anisole and 15 ml of trifluoroacetic acid, and the resulting mixture was stirred at room temperature for 1 hour and then at 35° C. for a further 30 minutes. At the end of this time, the mixture was concentrated by ... The reactants are ClCCl, FB(F)F, COc1c(F)c(CC(=O)O)cc2ccsc12, O. Product: O=C(O)Cc1cc2ccsc2c(O)c1F. Reaction SMILES: [CH2:22]([Cl:23])[Cl:24].[F:17][B:18]([F:19])[F:20].[F:1][c:2]1[c:3]([CH2:13][C:14](=[O:15])[OH:16])[cH:4][c:5]2[c:6]([s:7][cH:8][cH:9]2)[c:10]1[O:11][CH3:12].[OH2:21]>>[F:1][c:2]1[c:3]([CH2:13][C:14](=[O:15])[OH:16])[cH:4][c:5]2[c:6]([s:7][cH:8][cH:9]2)[c:10]1[OH:11]. Starting materials: O=C([O-])[O-], CNC, CC#N, ClCCCn1ncc2ccc(-c3ccsc3)cc21, ClCCl, [I-], [K+], [K+], [K+]. The product is CN(C)CCCn1ncc2ccc(-c3ccsc3)cc21. RXN SMILES: [C:21](=[O:22])([O-:23])[O-:24].[CH3:27][NH:28][CH3:29].[CH3:30][C:31]#[N:32].[Cl:1][CH2:2][CH2:3][CH2:4][n:5]1[n:6][cH:7][c:8]2[cH:9][cH:10][c:11](-[c:14]3[cH:15][s:16][cH:17][cH:18]3)[cH:12][c:13]12.[Cl:33][CH2:34][Cl:35].[I-:20].[K+:19].[K+:25].[K+:26]>>[CH2:2]([CH2:3][CH2:4][n:5]1[n:6][cH:7][c:8]2[cH:9][cH:10][c:11](-[c:14]3[cH:15][s:16][cH:17][cH:18]3)[cH:12][c:13]12)[N:28]([CH3:27])[CH3:29].